This data is from the Open Reaction Database (ORD), a public repository of structured organic reaction records. The task is: describe an organic reaction: reactants, conditions, products, and yield Product: CC(=O)Nc1ccc(C=O)cc1F. RXN SMILES: [C:8](#[N:9])[c:10]1[cH:11][c:12]([F:20])[c:13]([NH:16][C:17]([CH3:18])=[O:19])[cH:14][cH:15]1.[CH2:22]([Cl:23])[Cl:24].[CH3:2][CH2:3][O:4][CH2:5][CH3:6].[Cl-:1].[ClH:7].[OH2:21]>>[O:4]=[CH:8][c:10]1[cH:11][c:12]([F:20])[c:13]([NH:16][C:17]([CH3:18])=[O:19])[cH:14][cH:15]1. The reactants are CC(=O)Nc1ccc(C#N)cc1F, ClCCl, CCOCC, [Cl-], Cl, O. Reactants: FC(C(=O)N1CCC2=C(CC1)C=C(C(=C2)I)O)(F)F (2,2,2-Trifluoro-1-(7-hydroxy-8-iodo-1,2,4,5-tetrahydro-benzo[d]azepin-3-yl)-ethanone), BrCC(=O)C1=CC=CC=C1 (2-Bromo-1-phenyl-ethanone), C([O-])([O-])=O.[K+].[K+] (potassium carbonate). Solvent: CC(=O)C (acetone). Run at time 16 hour. Yields the product FC(C(=O)N1CCC2=C(CC1)C=C(C(=C2)OCC(C2=CC=CC=C2)=O)I)(F)F (2,2,2-Trifluoro-1-[7-iodo-8-(2-oxo-2-phenyl-ethoxy)-1,2,4,5-tetrahydro-benzo[d]azepin-3-yl]-ethanone). Yield: 84.4%. RXN SMILES: [F:1][C:2]([F:19])([F:18])[C:3]([N:5]1[CH2:11][CH2:10][C:9]2[CH:12]=[C:13]([OH:17])[C:14]([I:16])=[CH:15][C:8]=2[CH2:7][CH2:6]1)=[O:4].Br[CH2:21][C:22]([C:24]1[CH:29]=[CH:28][CH:27]=[CH:26][CH:25]=1)=[O:23].C(=O)([O-])[O-].[K+].[K+]>CC(C)=O>[F:19][C:2]([F:1])([F:18])[C:3]([N:5]1[CH2:6][CH2:7][C:8]2[CH:15]=[C:14]([I:16])[C:13]([O:17][CH2:21][C:22](=[O:23])[C:24]3[CH:29]=[CH:28][CH:27]=[CH:26][CH:25]=3)=[CH:12][C:9]=2[CH2:10][CH2:11]1)=[O:4] |f:2.3.4|. Procedure: Dry acetone (6 ml) was added to a flask containing the product from step (a) (0.528 g, 1.3 mmol). To this was added 2-Bromo-1-phenyl-ethanone (0.327 g, 1.6 mmol, 1.2 eq) and potassium carbonate (0.378 g, 2.7 mmol, 2.0 eq). The reaction mixture was allowed to stir for 16 hours at room temperature. The acetone was removed under vacuum and the solid was dissolved in dichloromethane, washed with 4N HCl, and brine. Purification by silica-gel chromatography (gradient elution: 0-100% EtOAc in hexanes) ... Starting materials: BrC=1C=C(C=C(C1)N1C2=CC=CC=C2C=2C=CC=CC12)N1C2=CC=CC=C2C=2C=CC=CC12 (9,9′-(5-bromo-1,3-phenylene)bis(9H-carbazole)), BrC=1C=CC=2NC3=CC=CC=C3C2C1 (3-bromo-9H-carbazole), C([O-])([O-])=O.[K+].[K+] (potassium carbonate), C1COC2=CC=CC=C2OCCOCCOC3=CC=CC=C3OCCO1 (dibenzo-18-crown-6). Reagents/catalysts: [Cu] (copper). Solvent: ClC1=C(C=CC=C1)Cl (o-dichlorobenzene). Reaction conditions: temperature 100 celsius. Yields the product BrC=1C=CC=2N(C3=CC=CC=C3C2C1)C=1C=C(C=C(C1)N1C2=CC=CC=C2C=2C=CC=CC12)N1C2=CC=CC=C2C=2C=CC=CC12 (9,9′-(5-(3-bromo-9H-carbazol-9-yl)-1,3-phenylene)bis(9H-carbazole)). RXN SMILES: Br[C:2]1[CH:3]=[C:4]([N:21]2[C:33]3[CH:32]=[CH:31][CH:30]=[CH:29][C:28]=3[C:27]3[C:22]2=[CH:23][CH:24]=[CH:25][CH:26]=3)[CH:5]=[C:6]([N:8]2[C:20]3[CH:19]=[CH:18][CH:17]=[CH:16][C:15]=3[C:14]3[C:9]2=[CH:10][CH:11]=[CH:12][CH:13]=3)[CH:7]=1.[Br:34][C:35]1[CH:36]=[CH:37][C:38]2[NH:39][C:40]3[C:45]([C:46]=2[CH:47]=1)=[CH:44][CH:43]=[CH:42][CH:41]=3.C(=O)([O-])[O-].[K+].[K+].C1OCCOC2C(=CC=CC=2)OCCOCCOC2C(=CC=CC=2)OC1>ClC1C=CC=CC=1Cl.[Cu]>[Br:34][C:35]1[CH:36]=[CH:37][C:38]2[N:39]([C:2]3[CH:7]=[C:6]([N:8]4[C:20]5[CH:19]=[CH:18][CH:17]=[CH:16][C:15]=5[C:14]5[C:9]4=[CH:10][CH:11]=[CH:12][CH:13]=5)[CH:5]=[C:4]([N:21]4[C:22]5[CH:23]=[CH:24][CH:25]=[CH:26][C:27]=5[C:28]5[C:33]4=[CH:32][CH:31]=[CH:30][CH:29]=5)[CH:3]=3)[C:40]3[C:45]([C:46]=2[CH:47]=1)=[CH:44][CH:43]=[CH:42][CH:41]=3 |f:2.3.4|. Reported procedure: 1.00 g of 9,9′-(5-bromo-1,3-phenylene)bis(9H-carbazole), 0.65 g of 3-bromo-9H-carbazole, 1.13 g of potassium carbonate, 0.26 g of copper powder and 0.05 g of dibenzo-18-crown-6 were dissolved in 20 mL of o-dichlorobenzene, and the resulting solution was refluxed at a steady 100° C. After completion of the reaction, the reaction mixture was extracted with dichloromethane and distilled water, and the solvent was dried. The resulting solid was filtered and purified, yielding 9,9′-(5-(3-bromo-9H-car... The reactants are P(=O)(Cl)(Cl)Cl (phosphoryl chloride), CC=1N=C(N2N=C(NC(C21)=O)C2=CC=C(C=C2)[N+](=O)[O-])C (5,7-Dimethyl-2-(4-nitrophenyl)imidazo[5,1-f][1,2,4]triazin-4(3H)-one), N1N=CN=C1 (1,2,4-triazole). Solvent: N1=CC=CC=C1 (pyridine). Conditions: temperature 20 celsius, time 30 minute. Product: CC=1N=C(N2N=C(N=C(C21)N2N=CN=C2)C2=CC=C(C=C2)[N+](=O)[O-])C (5,7-Dimethyl-2-(4-nitrophenyl)-4-(1H-1,2,4-triazol-1-yl)imidazo[5,1-f][1,2,4]triazine). RXN SMILES: P(Cl)(Cl)(Cl)=O.[CH3:6][C:7]1[N:8]=[C:9]([CH3:26])[N:10]2[C:15]=1[C:14](=O)[NH:13][C:12]([C:17]1[CH:22]=[CH:21][C:20]([N+:23]([O-:25])=[O:24])=[CH:19][CH:18]=1)=[N:11]2.[NH:27]1[CH:31]=[N:30][CH:29]=[N:28]1>N1C=CC=CC=1>[CH3:6][C:7]1[N:8]=[C:9]([CH3:26])[N:10]2[C:15]=1[C:14]([N:27]1[CH:31]=[N:30][CH:29]=[N:28]1)=[N:13][C:12]([C:17]1[CH:22]=[CH:21][C:20]([N+:23]([O-:25])=[O:24])=[CH:19][CH:18]=1)=[N:11]2. Procedure: 2.53 g (1.54 ml, 16.51 mmol) of phosphoryl chloride are added dropwise under argon to a solution of 1.57 g (5.50 mmol) of 5,7-dimethyl-2-(4-nitrophenyl)imidazo-[5,1-f][1,2,4]triazin-4-(3H)one from example 8A in 10 ml of dry pyridine at 0° C., and the mixture is stirred for 30 min at 20° C. Subsequently, 3.42 g (49.53 mmol) of 1,2,4-triazole are added, and the mixture is stirred overnight at RT. The reaction mixture is concentrated, the residue is treated with aqueous sodium hydrogencarbonate sol... Reactants: CC(C)(C)OC(=O)Nc1ccc(-c2cccs2)cc1NC(=O)c1ccc(CNC(=O)OCCl)cc1, ClCCl, COP(OC)OC. Yields the product COP(=O)(COC(=O)NCc1ccc(C(=O)Nc2cc(-c3cccs3)ccc2NC(=O)OC(C)(C)C)cc1)OC. As a reaction SMILES: [C:1]([CH3:2])([CH3:3])([CH3:4])[O:5][C:6](=[O:7])[NH:8][c:9]1[c:10]([NH:20][C:21](=[O:22])[c:23]2[cH:24][cH:25][c:26]([CH2:27][NH:28][C:29]([O:30][CH2:31][Cl:32])=[O:33])[cH:34][cH:35]2)[cH:11][c:12](-[c:15]2[s:16][cH:17][cH:18][cH:19]2)[cH:13][cH:14]1.[Cl:43][CH2:44][Cl:45].[P:36]([O:37][CH3:38])([O:39][CH3:40])[O:41][CH3:42]>>[C:1]([CH3:2])([CH3:3])([CH3:4])[O:5][C:6](=[O:7])[NH:8][c:9]1[c:10]([NH:20][C:21](=[O:22])[c:23]2[cH:24][cH:25][c:26]([CH2:27][NH:28][C:29]([O:30][CH2:31][P:36]([O:37][CH3:38])([O:39][CH3:40])=[O:41])=[O:33])[cH:34][cH:35]2)[cH:11][c:12](-[c:15]2[s:16][cH:17][cH:18][cH:19]2)[cH:13][cH:14]1. The reactants are CCOC(=O)CBr, COc1cc(C(=O)c2c(-c3ccccc3)c(OC)c3ccccn23)ccc1N. Product: CCOC(=O)CNc1ccc(C(=O)c2c(-c3ccccc3)c(OC)c3ccccn23)cc1OC. As a reaction SMILES: [Br:29][CH2:30][C:31](=[O:32])[O:33][CH2:34][CH3:35].[NH2:1][c:2]1[c:3]([O:27][CH3:28])[cH:4][c:5]([C:8](=[O:9])[c:10]2[c:11](-[c:21]3[cH:22][cH:23][cH:24][cH:25][cH:26]3)[c:12]([O:19][CH3:20])[c:13]3[cH:14][cH:15][cH:16][cH:17][n:18]23)[cH:6][cH:7]1>>[NH:1]([c:2]1[c:3]([O:27][CH3:28])[cH:4][c:5]([C:8](=[O:9])[c:10]2[c:11](-[c:21]3[cH:22][cH:23][cH:24][cH:25][cH:26]3)[c:12]([O:19][CH3:20])[c:13]3[cH:14][cH:15][cH:16][cH:17][n:18]23)[cH:6][cH:7]1)[CH2:30][C:31](=[O:32])[O:33][CH2:34][CH3:35]. The reactants are [OH-].[Na+] (sodium hydroxide), COC(=O)C=1NS(C2=C(C1O)C=CC1=CC=CC=C12)(=O)=O (4-hydroxy-2H-naphtho[2,1-e]1,2-thiazine-3-carboxylic acid methyl ester-1,1-dioxide), C(C1=CC=CC=C1)Br (benzyl bromide), O (water). The solvent is C(C)O (ethanol). Conditions: time 24 hour. Product: COC(=O)C=1N(S(C2=C(C1O)C=CC1=CC=CC=C12)(=O)=O)CC1=CC=CC=C1 (2-benzyl-4-hydroxy-2H-naphtho[2,1-e]-1,2-thiazine-3-carboxylic acid methylester-1,1-dioxide). The yield is 86.0%. As a reaction SMILES: [CH3:1][O:2][C:3]([C:5]1[NH:6][S:7](=[O:21])(=[O:20])[C:8]2[C:19]3[C:14](=[CH:15][CH:16]=[CH:17][CH:18]=3)[CH:13]=[CH:12][C:9]=2[C:10]=1[OH:11])=[O:4].[CH2:22](Br)[C:23]1[CH:28]=[CH:27][CH:26]=[CH:25][CH:24]=1.O.[OH-].[Na+]>C(O)C>[CH3:1][O:2][C:3]([C:5]1[N:6]([CH2:22][C:23]2[CH:28]=[CH:27][CH:26]=[CH:25][CH:24]=2)[S:7](=[O:21])(=[O:20])[C:8]2[C:19]3[C:14](=[CH:15][CH:16]=[CH:17][CH:18]=3)[CH:13]=[CH:12][C:9]=2[C:10]=1[OH:11])=[O:4] |f:3.4|. Procedure details: 10.7 gm (0.035 mol of 4-hydroxy-2H-naphtho[2,1-e]1,2-thiazine-3-carboxylic acid methyl ester-1,1-dioxide and 15.0 gm (0.0875 mol) of freshly distilled benzyl bromide were added to a mixture of 33 ml of water and 120ml of ethanol, and then 38.5 ml of 1 N sodium hydroxide were added dropwise. After stirring for 24 hours at room temperature, the crystals which had formed were suction-filtered off, washed with water and dried. Recrystallization from ethylene chloride/petroleum ether yielded 11.9 gm ...